Dataset: the Open Reaction Database (ORD), a public repository of structured organic reaction records. Task: describe an organic reaction: reactants, conditions, products, and yield The reactants are C1CCOC1, C[Si](C)(C)C[Mg+], CCOCC, [Cl-], O=Cc1ccccc1OS(=O)(=O)c1ccc(C(F)(F)F)cc1, O=S(Cl)Cl. Yields the product C=Cc1ccccc1OS(=O)(=O)c1ccc(C(F)(F)F)cc1. As a reaction SMILES: [CH2:34]1[O:35][CH2:36][CH2:37][CH2:38]1.[CH3:24][Si:25]([CH2:26][Mg+:27])([CH3:28])[CH3:29].[CH3:39][CH2:40][O:41][CH2:42][CH3:43].[Cl-:23].[F:1][C:2]([c:3]1[cH:4][cH:5][c:6]([S:9](=[O:10])(=[O:11])[O:12][c:13]2[c:14]([CH:19]=[O:20])[cH:15][cH:16][cH:17][cH:18]2)[cH:7][cH:8]1)([F:21])[F:22].[S:30]([Cl:31])([Cl:32])=[O:33]>>[F:1][C:2]([c:3]1[cH:4][cH:5][c:6]([S:9](=[O:10])(=[O:11])[O:12][c:13]2[c:14]([CH:19]=[CH2:24])[cH:15][cH:16][cH:17][cH:18]2)[cH:7][cH:8]1)([F:21])[F:22]. Reactants: NC1=CC=C2CCCN(C2=C1)C(C(F)(F)F)=O (7-amino-1-trifluoroacetyl-1,2,3,4-tetrahydroquinoline), CC1=C(C(=O)O)C=CC(=N1)C1=CC(=CC=C1)F (2-methyl-6-(3-fluorophenyl)-nicotinic acid). The product is FC=1C=C(C=CC1)C1=NC(=C(C(=O)NC2=CC=C3CCCNC3=C2)C=C1)C (6-(3-Fluorophenyl)-2-methyl-N-(1,2,3,4-tetrahydroquinolin-7-yl)nicotinamide). As a reaction SMILES: [NH2:1][C:2]1[CH:11]=[C:10]2[C:5]([CH2:6][CH2:7][CH2:8][N:9]2C(=O)C(F)(F)F)=[CH:4][CH:3]=1.[CH3:18][C:19]1[N:27]=[C:26]([C:28]2[CH:33]=[CH:32][CH:31]=[C:30]([F:34])[CH:29]=2)[CH:25]=[CH:24][C:20]=1[C:21](O)=[O:22]>>[F:34][C:30]1[CH:29]=[C:28]([C:26]2[CH:25]=[CH:24][C:20]([C:21]([NH:1][C:2]3[CH:11]=[C:10]4[C:5]([CH2:6][CH2:7][CH2:8][NH:9]4)=[CH:4][CH:3]=3)=[O:22])=[C:19]([CH3:18])[N:27]=2)[CH:33]=[CH:32][CH:31]=1. Procedure details: Using the procedure outlined in Example 38, the title compound was prepared from 7-amino-1-trifluoroacetyl-1,2,3,4-tetrahydroquinoline (D5) (48 mg, 0.20 mmol) and 2-methyl-6-(3-fluorophenyl)-nicotinic acid (D25) (50 mg, 0.22 mmol) as an off-white solid. MS(ES): MH+ 362, M-H+ 360. Starting materials: FC1=C(C=CC(=C1)F)CC(=O)O ((2,4-difluorophenyl)acetic acid), CN[C@@H]1CCC=2N(C3=CC=CC=C3C2CC(=O)OCCC)C1 (propyl [(7R)-7-(methylamino)-6,7,8,9-tetrahydropyrido[1,2-a]indol-10-yl]acetate). Product: FC1=C(C=CC(=C1)F)CC(=O)N([C@@H]1CCC=2N(C3=CC=CC=C3C2CC(=O)O)C1)C ({(7R)-7-[[(2,4-difluorophenyl)acetyl] (methyl)amino]-6,7,8,9-tetrahydropyrido[1,2-a]indol-10-yl}acetic acid). As a reaction SMILES: [F:1][C:2]1[CH:7]=[C:6]([F:8])[CH:5]=[CH:4][C:3]=1[CH2:9][C:10]([OH:12])=O.[CH3:13][NH:14][C@H:15]1[CH2:34][N:19]2[C:20]3[C:25]([C:26]([CH2:27][C:28]([O:30]CCC)=[O:29])=[C:18]2[CH2:17][CH2:16]1)=[CH:24][CH:23]=[CH:22][CH:21]=3>>[F:1][C:2]1[CH:7]=[C:6]([F:8])[CH:5]=[CH:4][C:3]=1[CH2:9][C:10]([N:14]([CH3:13])[C@H:15]1[CH2:34][N:19]2[C:20]3[C:25]([C:26]([CH2:27][C:28]([OH:30])=[O:29])=[C:18]2[CH2:17][CH2:16]1)=[CH:24][CH:23]=[CH:22][CH:21]=3)=[O:12]. Procedure: The title compound was prepared using analogous procedures described in Example 1 (Method A) from (2,4-difluorophenyl)acetic acid and propyl [(7R)-7-(methylamino)-6,7,8,9-tetrahydropyrido[1,2-a]indol-10-yl]acetate. MS (+ESI) m/z: 413. Starting materials: N.ClC=1C=C(C=CC1Cl)CN1C(=NC2=C1C(CCCC2)CC(=O)O)C(C)C ([3-[(3,4-dichlorophenyl)methyl]-2-(1-methylethyl)-3,4,5,6,7,8-hexahydrocyclohepta[d]imidazol-4-yl]acetic acid ammonia salt), C(C1=CC=CC=C1)O (benzyl alcohol), Cl.CN(CCCN=C=NCC)C (N′-(3-dimethylaminopropyl)-N-ethylcarbodiimide hydrochloride). The reagents and catalysts are CN(C1=CC=NC=C1)C (4-dimethylamino pyridine). The solvent is ClCCl (dichloromethane). Reaction conditions: temperature 0 celsius, time 1.5 hour. Yields the product ClC=1C=C(C=CC1Cl)CN1C(=NC2=C1C(CCCC2)CC(=O)OCC2=CC=CC=C2)C(C)C (Phenylmethyl [3-[(3,4-dichlorophenyl)methyl]-2-(1-methylethyl)-3,4,5,6,7,8-hexahydrocyclohepta[d]imidazol-4-yl]acetate). RXN SMILES: N.[Cl:2][C:3]1[CH:4]=[C:5]([CH2:10][N:11]2[C:15]3[CH:16]([CH2:21][C:22]([OH:24])=[O:23])[CH2:17][CH2:18][CH2:19][CH2:20][C:14]=3[N:13]=[C:12]2[CH:25]([CH3:27])[CH3:26])[CH:6]=[CH:7][C:8]=1[Cl:9].[CH2:28](O)[C:29]1[CH:34]=[CH:33][CH:32]=[CH:31][CH:30]=1.Cl.CN(C)CCCN=C=NCC>ClCCl.CN(C)C1C=CN=CC=1>[Cl:2][C:3]1[CH:4]=[C:5]([CH2:10][N:11]2[C:15]3[CH:16]([CH2:21][C:22]([O:24][CH2:28][C:29]4[CH:34]=[CH:33][CH:32]=[CH:31][CH:30]=4)=[O:23])[CH2:17][CH2:18][CH2:19][CH2:20][C:14]=3[N:13]=[C:12]2[CH:25]([CH3:27])[CH3:26])[CH:6]=[CH:7][C:8]=1[Cl:9] |f:0.1,3.4|. Procedure: To a stirred suspension of Example 3 (180 mg) in dichloromethane (5 mL) at 0° C. was added benzyl alcohol (0.095 mL), 4-dimethylamino pyridine (10 mg) and N′-(3-dimethylaminopropyl)-N-ethylcarbodiimide hydrochloride (100 mg) sequentially. The reaction was stirred at 0° C. under an atmosphere for 1.5 hr. The reaction was allowed to achieve ambient temperature and stirred for a further 18 hr. The reaction mixture was partitioned between dichloromethane (10 mL) and water (10 mL). The aqueous phase ... Reactants: FC=1C=C(C(=O)O)C=CC1[N+](=O)[O-] (3-fluoro-4-nitrobenzoic acid), [Mn](=O)(=O)(=O)[O-] (permanganate), FC=1C=C(C=CC1[N+](=O)[O-])C (3-fluoro-4-nitrotoluene), ClC1=C(CN)C=CC=C1 (2-chlorobenzylamine). Run in C1(=CC=CC=C1)C (toluene). Product: ClC1=C(C=CC=C1)CC=1C(=C(C(=O)O)C=CC1[N+](=O)[O-])N (3-[(2-chlorophenyl)methyl]-amino-4-nitrobenzoic acid). As a reaction SMILES: F[C:2]1[CH:3]=[C:4]([CH:8]=[CH:9][C:10]=1[N+:11]([O-:13])=[O:12])[C:5]([OH:7])=[O:6].[Mn]([O-])(=O)(=O)=O.FC1C=C(C)C=CC=1[N+:26]([O-])=O.[Cl:30][C:31]1[CH:38]=[CH:37][CH:36]=[CH:35][C:32]=1[CH2:33]N>C1(C)C=CC=CC=1>[Cl:30][C:31]1[CH:38]=[CH:37][CH:36]=[CH:35][C:32]=1[CH2:33][C:2]1[C:3]([NH2:26])=[C:4]([CH:8]=[CH:9][C:10]=1[N+:11]([O-:13])=[O:12])[C:5]([OH:7])=[O:6]. Reported procedure: The procedure of Example 1(ii) was followed. From 6.25 g (33.8 mmol) of 3-fluoro-4-nitrobenzoic acid (mp 168°-169° C.; prepared by the method of F. C. Schmelkes and M. Rubin, J.A.C.S., 66, 1631 (1944), by permanganate oxidation of 3-fluoro-4-nitrotoluene) 11.96 g (84.5 mmol) of 2-chlorobenzylamine and 100 mL of toluene refluxed for 24 hours was obtained, after workup and crystallization from methanol, 8.4 g (82%) of 3-[(2-chlorophenyl)methyl]-amino-4-nitrobenzoic acid; mp 221°-223° C. Starting materials: O (water), CC(=C)N1C(N(C2=C1C=CC=C2)CCCC(=O)OCC)=O (ethyl 2,3-dihydro-3-(1-methyl-ethenyl)-2-oxo-1H-benzimidazol-1-butanoate), S(O)(O)(=O)=O (sulfuric acid), [OH-].[Na+] (sodium hydroxide). Solvent: C(C)O (ethanol). Run at time 5 hour. Yields the product O=C1NC2=C(N1CCCC(=O)OCC)C=CC=C2 (ethyl 2,3-dihydro-2-oxo-1H-benzimidazol-1-butanoate). Isolated yield 81.4%. RXN SMILES: CC([N:4]1[C:8]2[CH:9]=[CH:10][CH:11]=[CH:12][C:7]=2[N:6]([CH2:13][CH2:14][CH2:15][C:16]([O:18][CH2:19][CH3:20])=[O:17])[C:5]1=[O:21])=C.S(=O)(=O)(O)O.[OH-].[Na+].O>C(O)C>[O:21]=[C:5]1[N:6]([CH2:13][CH2:14][CH2:15][C:16]([O:18][CH2:19][CH3:20])=[O:17])[C:7]2[CH:12]=[CH:11][CH:10]=[CH:9][C:8]=2[NH:4]1 |f:2.3|. Reported procedure: 31.4 g of the product of Step A were added at 0° to 5° C. to a mixture of 15.5 ml of sulfuric acid in 155 ml of ethanol and the mixture was stirred at 0° to 5° C. for 5 hours. The mixture was neutralized with sodium hydroxide and was poured into 1.5 liters of iced water. The mixture was stirred for 5 minutes and was vacuum filtered. The product was washed with water to obtain 22 g of ethyl 2,3-dihydro-2-oxo-1H-benzimidazol-1-butanoate melting at 88° C. Reactants: ClCCN=C=O (chloroethylisocyanate), C(C)(C)(C)C1=C(C(=CC(=C1)N)C(C)(C)C)O (2,6-di-t-butyl-4-aminophenol). Run in CN(C)C=O (DMF), C(C)(=O)OCC (ethyl acetate), O (water). Run at temperature 23 celsius, time 2 hour. Product: CC(C)(C)C=1C=C(C=C(C1O)C(C)(C)C)NC(=O)NCCCl (N-[3,5-bis(1,1-dimethylethyl)-4-hydroxyphenyl]-N′-(2-chloroethyl)urea). Yield: 83.0%. RXN SMILES: [Cl:1][CH2:2][CH2:3][N:4]=[C:5]=[O:6].[C:7]([C:11]1[CH:16]=[C:15]([NH2:17])[CH:14]=[C:13]([C:18]([CH3:21])([CH3:20])[CH3:19])[C:12]=1[OH:22])([CH3:10])([CH3:9])[CH3:8]>CN(C=O)C.C(OCC)(=O)C.O>[CH3:21][C:18]([C:13]1[CH:14]=[C:15]([NH:17][C:5]([NH:4][CH2:3][CH2:2][Cl:1])=[O:6])[CH:16]=[C:11]([C:7]([CH3:10])([CH3:9])[CH3:8])[C:12]=1[OH:22])([CH3:19])[CH3:20]. Procedure: 0.17 ml (2 mmol) of chloroethylisocyanate is added to a flask containing a solution of 0.5 g (2 mmol) of intermediate 10.2 in 5 ml of DMF. The reaction mixture is agitated for 2 hours at 23° C. and finally diluted with 100 ml of ethyl acetate and 25 ml of water. After decantation, the organic solution is washed with 25 ml of water, twice with 25 ml of salt water and finally dried over magnesium sulphate. After filtration and evaporation, the residue is taken up in isopentane in order to finally ... The reactants are NC1=C(SC(=C1)C1=C(C=CC=C1)Cl)C(=O)N (3-amino-5-(2-chlorophenyl)-2-thiophenecarboxamide), C[Si](C)(C)N=C=O (trimethylsilylisocynate). Product: NC(=O)NC1=C(SC(=C1)C1=C(C=CC=C1)Cl)C(=O)N (3-[(Aminocarbonyl)amino]-5-(2-chlorophenyl)-2-thiophenecarboxamide). Reaction SMILES: [NH2:1][C:2]1[CH:6]=[C:5]([C:7]2[CH:12]=[CH:11][CH:10]=[CH:9][C:8]=2[Cl:13])[S:4][C:3]=1[C:14]([NH2:16])=[O:15].C[Si]([N:21]=[C:22]=[O:23])(C)C>>[NH2:21][C:22]([NH:1][C:2]1[CH:6]=[C:5]([C:7]2[CH:12]=[CH:11][CH:10]=[CH:9][C:8]=2[Cl:13])[S:4][C:3]=1[C:14]([NH2:16])=[O:15])=[O:23]. Procedure: Prepared by the method of Example 1 from 3-amino-5-(2-chlorophenyl)-2-thiophenecarboxamide and trimethylsilylisocynate.